The task is: describe an organic reaction: reactants, conditions, products, and yield. This data is from the Open Reaction Database (ORD), a public repository of structured organic reaction records. The reactants are [OH-].[Na+] (sodium hydroxide), C(C)OC(CCNC(C1=CC(=C(C=C1)OC(CCCCCC)C1=CC(=C(C=C1)C1=CC=C(C=C1)C(F)(F)F)C)F)=O)=O (3-{3-Fluoro-4-[1-(2-methyl-4′-trifluoromethyl-biphenyl-4-yl)-heptyloxy]-benzoylamino}-propionic acid ethyl ester). Run in C(C)O (ethanol). Conditions: time 3 hour. Yields the product FC=1C=C(C(=O)NCCC(=O)O)C=CC1OC(CCCCCC)C1=CC(=C(C=C1)C1=CC=C(C=C1)C(F)(F)F)C (3-{3-Fluoro-4-[1-(2-methyl-4′-trifluoromethyl-biphenyl-4-yl)-heptyloxy]-benzoylamino}-propionic acid). Yield: 82.8%. As a reaction SMILES: [OH-].[Na+].C([O:5][C:6](=[O:44])[CH2:7][CH2:8][NH:9][C:10](=[O:43])[C:11]1[CH:16]=[CH:15][C:14]([O:17][CH:18]([C:25]2[CH:30]=[CH:29][C:28]([C:31]3[CH:36]=[CH:35][C:34]([C:37]([F:40])([F:39])[F:38])=[CH:33][CH:32]=3)=[C:27]([CH3:41])[CH:26]=2)[CH2:19][CH2:20][CH2:21][CH2:22][CH2:23][CH3:24])=[C:13]([F:42])[CH:12]=1)C>C(O)C>[F:42][C:13]1[CH:12]=[C:11]([CH:16]=[CH:15][C:14]=1[O:17][CH:18]([C:25]1[CH:30]=[CH:29][C:28]([C:31]2[CH:36]=[CH:35][C:34]([C:37]([F:38])([F:39])[F:40])=[CH:33][CH:32]=2)=[C:27]([CH3:41])[CH:26]=1)[CH2:19][CH2:20][CH2:21][CH2:22][CH2:23][CH3:24])[C:10]([NH:9][CH2:8][CH2:7][C:6]([OH:44])=[O:5])=[O:43] |f:0.1|. Procedure details: Add sodium hydroxide (5.0N, 0.03 mL, 0.15 mmol) to 3-{3-Fluoro-4-[1-(2-methyl-4′-trifluoromethyl-biphenyl-4-yl)-heptyloxy]-benzoylamino}-propionic acid ethyl ester (0.024 g, 0.041 mmol) in ethanol (5 mL) and stir for three hours. Acidify with 1.0 N HCl and extract desired compound with ethyl acetate three times. Wash organic phase with saturated sodium chloride solution, dry over Na2SO4, filter, and concentrate under reduced pressure to provide 0.019 g (83%) of title compound. MS (ESI) m/z 560.2... Starting materials: ClC1=C(C=CC=C1)S(=O)(=O)[C@@H]1C[C@H](NC1)C(=O)NC1(CC1)C#N ((2S,4R)-4-(2-chlorophenylsulfonyl)-N-(1-cyanocyclopropyl)pyrrolidine-2-carboxamide), CS(=O)(=O)N1CCC(CC1)N1C(CC1)C(=O)[O-].[Li+] (lithium 1-(1-(methylsulfonyl)piperidin-4-yl)azetidine-2-carboxylate). The product is ClC1=C(C=CC=C1)S(=O)(=O)[C@@H]1C[C@H](N(C1)C(=O)C1N(CC1)C1CCN(CC1)S(=O)(=O)C)C(=O)NC1(CC1)C#N ((2S,4R)-4-(2-chlorophenylsulfonyl)-N-(1-cyanocyclopropyl)-1-(1-(1-(methylsulfonyl)piperidin-4-yl)azetidine-2-carbonyl)pyrrolidine-2-carboxamide). As a reaction SMILES: [Cl:1][C:2]1[CH:7]=[CH:6][CH:5]=[CH:4][C:3]=1[S:8]([C@H:11]1[CH2:15][NH:14][C@H:13]([C:16]([NH:18][C:19]2([C:22]#[N:23])[CH2:21][CH2:20]2)=[O:17])[CH2:12]1)(=[O:10])=[O:9].[CH3:24][S:25]([N:28]1[CH2:33][CH2:32][CH:31]([N:34]2[CH2:37][CH2:36][CH:35]2[C:38]([O-])=[O:39])[CH2:30][CH2:29]1)(=[O:27])=[O:26].[Li+]>>[Cl:1][C:2]1[CH:7]=[CH:6][CH:5]=[CH:4][C:3]=1[S:8]([C@H:11]1[CH2:15][N:14]([C:38]([CH:35]2[CH2:36][CH2:37][N:34]2[CH:31]2[CH2:32][CH2:33][N:28]([S:25]([CH3:24])(=[O:27])=[O:26])[CH2:29][CH2:30]2)=[O:39])[C@H:13]([C:16]([NH:18][C:19]2([C:22]#[N:23])[CH2:21][CH2:20]2)=[O:17])[CH2:12]1)(=[O:10])=[O:9] |f:1.2|. Reported procedure: The reaction of (2S,4R)-4-(2-chlorophenylsulfonyl)-N-(1-cyanocyclopropyl)pyrrolidine-2-carboxamide 7H and lithium 1-(1-(methylsulfonyl)piperidin-4-yl)azetidine-2-carboxylate 20L carried out according to the general procedure L yielded (2S,4R)-4-(2-chlorophenylsulfonyl)-N-(1-cyanocyclopropyl)-1-(1-(1-(methylsulfonyl)piperidin-4-yl)azetidine-2-carbonyl)pyrrolidine-2-carboxamide 1:1 epimers as a light brown solid (quant.). MS ISP (m/e): 598.1 (100) [(M+H)]]+.